From a dataset of the Open Reaction Database (ORD), a public repository of structured organic reaction records. describe an organic reaction: reactants, conditions, products, and yield The product is CC(C)CC(C(=O)Nc1ccn(CC2COC(C)(C)O2)n1)n1ncc(-n2ccc3c(O)cccc32)cc1=O. Reactants: O=C([O-])[O-], CC(C)CC(C(=O)Nc1ccn(CC2COC(C)(C)O2)n1)n1ncc(On2nnc3ccccc32)cc1=O, CN(C)C=O, [Cs+], [Cs+], Oc1cccc2[nH]ccc12. As a reaction SMILES: [C:39](=[O:40])([O-:41])[O-:42].[CH3:1][C:2]1([CH3:38])[O:3][CH2:4][CH:5]([CH2:7][n:8]2[n:9][c:10]([NH:13][C:14]([CH:15]([CH2:16][CH:17]([CH3:18])[CH3:19])[n:20]3[n:21][cH:22][c:23]([O:27][n:28]4[c:29]5[cH:30][cH:31][cH:32][cH:33][c:34]5[n:35][n:36]4)[cH:24][c:25]3=[O:26])=[O:37])[cH:11][cH:12]2)[O:6]1.[CH3:55][N:56]([CH3:57])[CH:58]=[O:59].[Cs+:43].[Cs+:44].[nH:45]1[cH:46][cH:47][c:48]2[c:49]([OH:54])[cH:50][cH:51][cH:52][c:53]12>>[CH3:1][C:2]1([CH3:38])[O:3][CH2:4][CH:5]([CH2:7][n:8]2[n:9][c:10]([NH:13][C:14]([CH:15]([CH2:16][CH:17]([CH3:18])[CH3:19])[n:20]3[n:21][cH:22][c:23](-[n:45]4[cH:46][cH:47][c:48]5[c:49]([OH:54])[cH:50][cH:51][cH:52][c:53]45)[cH:24][c:25]3=[O:26])=[O:37])[cH:11][cH:12]2)[O:6]1. The reactants are resultant mixture, OC1=C(N=NC(=C1)Cl)Cl (4-hydroxy-3,6-dichloropyridazine), C1(CC1)C1=C(C(=CC=C1)C)O (2-cyclopropyl-6-methylphenol), Cl (hydrochloric acid), C1CCCC2CCCCC12 (decalin), [OH-].[K+] (potassium hydroxide). Solvent: CO (methanol). The product is ClC1=CC(=C(N=N1)OC1=C(C=CC=C1C)C1CC1)O (6-chloro-3-(2-cyclopropyl-6-methylphenoxy)-4-pyridazinol). The yield is 69.1%. Reaction SMILES: [OH:1][C:2]1[CH:7]=[C:6]([Cl:8])[N:5]=[N:4][C:3]=1Cl.[CH:10]1([C:13]2[CH:18]=[CH:17][CH:16]=[C:15]([CH3:19])[C:14]=2[OH:20])[CH2:12][CH2:11]1.C1C2C(CCCC2)CCC1.[OH-].[K+].Cl>CO>[Cl:8][C:6]1[N:5]=[N:4][C:3]([O:20][C:14]2[C:15]([CH3:19])=[CH:16][CH:17]=[CH:18][C:13]=2[CH:10]2[CH2:11][CH2:12]2)=[C:2]([OH:1])[CH:7]=1 |f:3.4|. Procedure: To a mixture of 301 mg (purity: 100%; 1.82 mmol) of 4-hydroxy-3,6-dichloropyridazine and 827 mg (5.49 mmol) of 2-cyclopropyl-6-methylphenol were added decalin (2.76 g) and 326 mg (5.53 mmol) of 95% potassium hydroxide at room temperature. The resultant mixture was heated to 180° C. while stirring, and stirred at that temperature for 4 hours. Then, the resultant reaction mixture was cooled to room temperature, and a 1 N aqueous hydrochloric acid solution and methanol were added to the reaction mi... Reactants: FC1=CC=C(C=C1)C1=NSC(O1)=O (5-(4-Fluorophenyl)-1,3,4-oxathiazol-2-one), C(C)(=O)C#N (acetyl cyanide). Solvent: C1(=CC=CC=C1)C (toluene). Run at time 3 hour. Product: FC1=CC=C(C=C1)C1=NSC(=N1)C(C)=O (1-(3-(4-fluorophenyl)-1,2,4-thiadiazol-5-yl)-ethanone). Reaction SMILES: [F:1][C:2]1[CH:7]=[CH:6][C:5]([C:8]2OC(=O)[S:10][N:9]=2)=[CH:4][CH:3]=1.[C:14]([C:17]#[N:18])(=[O:16])[CH3:15]>C1(C)C=CC=CC=1>[F:1][C:2]1[CH:7]=[CH:6][C:5]([C:8]2[N:18]=[C:17]([C:14](=[O:16])[CH3:15])[S:10][N:9]=2)=[CH:4][CH:3]=1. Reported procedure: In still a further embodiment, 1-(3-(4-fluorophenyl)-1,2,4-thiadiazol-5-yl)ethanone may be prepared according to the methodology and reagents of Scheme 16A. In this embodiment, a 1,3,4-oxathiazol-2-one ring fragment is generated and subsequently converted to a 1,2,4-thiadiazole ring fragment during the preparation of 1-(3-(4-fluorophenyl)-1,2,4-thiadiazol-5-yl)ethanone. Specifically, 4-fluorobenzamide is reacted with chlorocarbonylsulfenyl chloride to provide 5-(4-fluoro-phenyl)-1,3,4-oxathiazol... The reactants are C[Si](C)(C)CCOCn1cc(C#N)nc1C(=O)[O-], Nc1cccnc1C1=CCCCC1, CCN(C(C)C)C(C)C, ClCCl, [K+]. The product is C[Si](C)(C)CCOCn1cc(C#N)nc1C(=O)Nc1cccnc1C1=CCCCC1. Reaction SMILES: [C:15](#[N:16])[c:17]1[n:18][c:19]([C:30](=[O:31])[O-:32])[n:20]([CH2:22][O:23][CH2:24][CH2:25][Si:26]([CH3:27])([CH3:28])[CH3:29])[cH:21]1.[C:1]1([c:7]2[n:8][cH:9][cH:10][cH:11][c:12]2[NH2:13])=[CH:2][CH2:3][CH2:4][CH2:5][CH2:6]1.[CH:33]([N:34]([CH2:35][CH3:36])[CH:37]([CH3:38])[CH3:39])([CH3:40])[CH3:41].[Cl:42][CH2:43][Cl:44].[K+:14]>>[C:1]1([c:7]2[n:8][cH:9][cH:10][cH:11][c:12]2[NH:13][C:30]([c:19]2[n:18][c:17]([C:15]#[N:16])[cH:21][n:20]2[CH2:22][O:23][CH2:24][CH2:25][Si:26]([CH3:27])([CH3:28])[CH3:29])=[O:31])=[CH:2][CH2:3][CH2:4][CH2:5][CH2:6]1. The reactants are {2-Methyl-4-[3-(4-trifluoromethyl-phenyl)-isoxazol-5-ylmethylsulfanyl]-3-phenoxy}-acetic acid, compound 45, ClCC1=CC(=NO1)C1=CC=C(C=C1)C(F)(F)F (5-chloromethyl-3-(4-trifluoromethyl-phenyl)-isoxazole), COC(COC1=C(C=C(C=C1)S)C)=O ((4-Mercapto-2-methyl-phenoxy)-acetic acid methyl ester). Yields the product CC1=C(OCC(=O)O)C=CC(=C1)SCC1=CC(=NO1)C1=CC=C(C=C1)C(F)(F)F ({2-Methyl-4-[3-(4-trifluoromethyl-phenyl)-isoxazol-5-ylmethylsulfanyl]-phenoxy}-acetic acid). As a reaction SMILES: Cl[CH2:2][C:3]1[O:7][N:6]=[C:5]([C:8]2[CH:13]=[CH:12][C:11]([C:14]([F:17])([F:16])[F:15])=[CH:10][CH:9]=2)[CH:4]=1.C[O:19][C:20](=[O:31])[CH2:21][O:22][C:23]1[CH:28]=[CH:27][C:26]([SH:29])=[CH:25][C:24]=1[CH3:30]>>[CH3:30][C:24]1[CH:25]=[C:26]([S:29][CH2:2][C:3]2[O:7][N:6]=[C:5]([C:8]3[CH:13]=[CH:12][C:11]([C:14]([F:17])([F:16])[F:15])=[CH:10][CH:9]=3)[CH:4]=2)[CH:27]=[CH:28][C:23]=1[O:22][CH2:21][C:20]([OH:31])=[O:19]. Reported procedure: Preparation of 5-chloromethyl-3-(4-trifluoromethyl-phenyl)-isoxazole (compound 45A) A solution of 4-trifluoromethyl-benzaldehyde oxime (8.9 g, 47.1 mmol) in 100 mL DCM was added to a rapidly stirred solution of propargyl chloride (47.1 mmol), triethyl amine (4.71 mmol) and 91 mL of commercial bleach (6.5% by weight) all in 50 mL DCM at 0° C. After 1 hour the layers were separated and the organic layer dried (Na2SO4), and concentrated in vacuo. Purification by flash column chromatography (gradien...